From a dataset of the Open Reaction Database (ORD), a public repository of structured organic reaction records. describe an organic reaction: reactants, conditions, products, and yield The reactants are CCS(=O)(=O)c1cc(=O)c2cc(C(=O)OC)cc(Br)c2o1, CCN(C(C)C)C(C)C, CC1CNCCO1, ClCCl, Cl. Yields the product COC(=O)c1cc(Br)c2oc(N3CCOC(C)C3)cc(=O)c2c1. As a reaction SMILES: [Br:18][c:19]1[cH:20][c:21]([C:35](=[O:36])[O:37][CH3:38])[cH:22][c:23]2[c:24](=[O:34])[cH:25][c:26]([S:29]([CH2:30][CH3:31])(=[O:32])=[O:33])[o:27][c:28]12.[CH2:9]([N:10]([CH:11]([CH3:12])[CH3:13])[CH:14]([CH3:15])[CH3:16])[CH3:17].[CH3:2][CH:3]1[O:4][CH2:5][CH2:6][NH:7][CH2:8]1.[Cl:39][CH2:40][Cl:41].[ClH:1]>>[CH3:2][CH:3]1[O:4][CH2:5][CH2:6][N:7]([c:26]2[cH:25][c:24](=[O:34])[c:23]3[cH:22][c:21]([C:35](=[O:36])[O:37][CH3:38])[cH:20][c:19]([Br:18])[c:28]3[o:27]2)[CH2:8]1. The reactants are COc1cc(Nc2c(C#N)cnc3cc(Br)ccc23)c(Cl)cc1Cl, O=C([O-])O, COCCOC, O=Cc1ccc(B(O)O)cc1, [Na+], c1ccc(P(c2ccccc2)(c2ccccc2)[Pd](P(c2ccccc2)(c2ccccc2)c2ccccc2)(P(c2ccccc2)(c2ccccc2)c2ccccc2)P(c2ccccc2)(c2ccccc2)c2ccccc2)cc1. The product is COc1cc(Nc2c(C#N)cnc3cc(-c4ccc(C=O)cc4)ccc23)c(Cl)cc1Cl. RXN SMILES: [Br:1][c:2]1[cH:3][cH:4][c:5]2[c:6]([NH:14][c:15]3[c:16]([Cl:24])[cH:17][c:18]([Cl:23])[c:19]([O:21][CH3:22])[cH:20]3)[c:7]([C:12]#[N:13])[cH:8][n:9][c:10]2[cH:11]1.[C:36](=[O:37])([OH:38])[O-:39].[CH3:41][O:42][CH2:43][CH2:44][O:45][CH3:46].[CH:25](=[O:26])[c:27]1[cH:28][cH:29][c:30]([B:33]([OH:34])[OH:35])[cH:31][cH:32]1.[Na+:40].[cH:47]1[cH:48][cH:49][c:50]([P:51]([Pd:52]([P:53]([c:54]2[cH:55][cH:56][cH:57][cH:58][cH:59]2)([c:60]2[cH:61][cH:62][cH:63][cH:64][cH:65]2)[c:66]2[cH:67][cH:68][cH:69][cH:70][cH:71]2)([P:72]([c:73]2[cH:74][cH:75][cH:76][cH:77][cH:78]2)([c:79]2[cH:80][cH:81][cH:82][cH:83][cH:84]2)[c:85]2[cH:86][cH:87][cH:88][cH:89][cH:90]2)[P:91]([c:92]2[cH:93][cH:94][cH:95][cH:96][cH:97]2)([c:98]2[cH:99][cH:100][cH:101][cH:102][cH:103]2)[c:104]2[cH:105][cH:106][cH:107][cH:108][cH:109]2)([c:110]2[cH:111][cH:112][cH:113][cH:114][cH:115]2)[c:116]2[cH:117][cH:118][cH:119][cH:120][cH:121]2)[cH:122][cH:123]1>>[c:2]1(-[c:30]2[cH:29][cH:28][c:27]([CH:25]=[O:26])[cH:32][cH:31]2)[cH:3][cH:4][c:5]2[c:6]([NH:14][c:15]3[c:16]([Cl:24])[cH:17][c:18]([Cl:23])[c:19]([O:21][CH3:22])[cH:20]3)[c:7]([C:12]#[N:13])[cH:8][n:9][c:10]2[cH:11]1. Reactants: COCCCC[C@@H]1NCCNC1 ((S)-2-(4-methoxybutyl)-piperazine), CC1=CC=2C(=NC3=C(NC2S1)C=CC=C3)N (2-methyl-4H-3-thia-4,9-diaza-benzo[f]azulen-10-ylamine). Run in CN1CCCC1=O (NMP), [Cl-].[Na+].O (brine). Yields the product COCCCC[C@H]1CN(CCN1)C1=NC2=C(NC=3SC(=CC13)C)C=CC=C2 ((S)-10-[3-(4-Methoxybutyl)-piperazin-1-yl]-2-methyl 4H-3-thia-4,9-diaza-benzo[f]azulene). Conditions: temperature 211 celsius. As a reaction SMILES: [CH3:1][O:2][CH2:3][CH2:4][CH2:5][CH2:6][C@H:7]1[CH2:12][NH:11][CH2:10][CH2:9][NH:8]1.[CH3:13][C:14]1[S:23][C:22]2[NH:21][C:20]3[CH:24]=[CH:25][CH:26]=[CH:27][C:19]=3[N:18]=[C:17](N)[C:16]=2[CH:15]=1>CN1C(=O)CCC1.[Cl-].[Na+].O>[CH3:1][O:2][CH2:3][CH2:4][CH2:5][CH2:6][C@@H:7]1[NH:8][CH2:9][CH2:10][N:11]([C:17]2[C:16]3[CH:15]=[C:14]([CH3:13])[S:23][C:22]=3[NH:21][C:20]3[CH:24]=[CH:25][CH:26]=[CH:27][C:19]=3[N:18]=2)[CH2:12]1 |f:3.4.5|. Reported procedure: Heat in a 211° C. oil bath, a stirring solution of (S)-2-(4-methoxybutyl)-piperazine 0.086 g, 0.49 mmol), and 2-methyl-4H-3-thia-4,9-diaza-benzo[f]azulen-10-ylamine (0.114 g, 0.49 mmol) in NMP (1 mL) for 4 h. Cool to room temperature, dilute the solution with brine (15 mL) and extract with EtOAc (3×30 mL). Concentrate the organic layers under reduced pressure to a volume of 20 mL and wash with 75% brine (4×20 mL). Dry the organic layer over Na2SO4, and filter. Concentrate the mixture under reduc...